From a dataset of the Open Reaction Database (ORD), a public repository of structured organic reaction records. describe an organic reaction: reactants, conditions, products, and yield The reactants are CCCN(CCC)Cc1ccc(CO)cc1, ClCCl. Product: CCCN(CCC)Cc1ccc(C=O)cc1. As a reaction SMILES: [CH2:1]([CH2:2][CH3:3])[N:4]([CH2:5][CH2:6][CH3:7])[CH2:8][c:9]1[cH:10][cH:11][c:12]([CH2:13][OH:14])[cH:15][cH:16]1.[Cl:17][CH2:18][Cl:19]>>[CH2:1]([CH2:2][CH3:3])[N:4]([CH2:5][CH2:6][CH3:7])[CH2:8][c:9]1[cH:10][cH:11][c:12]([CH:13]=[O:14])[cH:15][cH:16]1. Reaction SMILES: [Cl:1][C:2]1[C:10]([S:11][CH3:12])=[CH:9][CH:8]=[C:7]2[C:3]=1[CH:4]=[CH:5][NH:6]2.C([BH3-])#N.[Na+]>>[Cl:1][C:2]1[C:10]([S:11][CH3:12])=[CH:9][CH:8]=[C:7]2[C:3]=1[CH2:4][CH2:5][NH:6]2 |f:1.2|. Yields the product ClC1=C2CCNC2=CC=C1SC (4-Chloro-5-methylthioindoline). Reported procedure: 4-Chloro-5-methylthioindole (D47) (0.89 g, 4.49mmol) was treated with sodium cyanoborohydride according to the procedure of Description 10 to afford the title compound (0.90 g, 100%) as a pale yellow oil. Starting materials: ClC1=C2C=CNC2=CC=C1SC (4-Chloro-5-methylthioindole), C(#N)[BH3-].[Na+] (sodium cyanoborohydride). The yield is 100.4%. Starting materials: O=C1CCC(=O)N1Br, CCOC(=O)c1ccc(O)cc1, CC#N. Yields the product CCOC(=O)c1ccc(O)c(Br)c1. RXN SMILES: [Br:13][N:14]1[C:15](=[O:16])[CH2:17][CH2:18][C:19]1=[O:20].[CH2:1]([CH3:2])[O:3][C:4]([c:5]1[cH:6][cH:7][c:8]([OH:11])[cH:9][cH:10]1)=[O:12].[CH3:21][C:22]#[N:23]>>[CH2:1]([CH3:2])[O:3][C:4]([c:5]1[cH:6][c:7]([Br:13])[c:8]([OH:11])[cH:9][cH:10]1)=[O:12]. Reactants: CC(CCC1NC(OC1C1=CC=CC=C1)=O)C ((4RS, 5SR)-4-(3-methylbutyl)-5-phenyl-1,3-oxazolidin-2-one), NC(C(O)C1=CC=CC=C1)CCC(C)C ((1RS,2SR)-2-amino-5-methyl-1-phenylhexan-1-ol), Cl.ClCCCN1CCCCC1 (1-(3-chloropropyl)piperidine hydrochloride), C([O-])([O-])=O.[K+].[K+] (potassium carbonate). The solvent is C(C)C(=O)C (methyl ethyl ketone). Reaction conditions: time 24 hour. Yields the product CC(CCC1N(C(OC1C1=CC=CC=C1)=O)CCCN1CCCCC1)C ((4RS,5SR)-4-(3-Methylbutyl)-5-phenyl-3-(3-piperidinopropyl)-1,3-oxazolidin-2-one). The yield is 85.0%. RXN SMILES: [CH3:1][CH:2]([CH3:17])[CH2:3][CH2:4][CH:5]1[CH:9]([C:10]2[CH:15]=[CH:14][CH:13]=[CH:12][CH:11]=2)[O:8][C:7](=[O:16])[NH:6]1.NC(CCC(C)C)C(C1C=CC=CC=1)O.Cl.Cl[CH2:35][CH2:36][CH2:37][N:38]1[CH2:43][CH2:42][CH2:41][CH2:40][CH2:39]1.C(=O)([O-])[O-].[K+].[K+]>C(C(C)=O)C>[CH3:1][CH:2]([CH3:17])[CH2:3][CH2:4][CH:5]1[CH:9]([C:10]2[CH:15]=[CH:14][CH:13]=[CH:12][CH:11]=2)[O:8][C:7](=[O:16])[N:6]1[CH2:35][CH2:36][CH2:37][N:38]1[CH2:43][CH2:42][CH2:41][CH2:40][CH2:39]1 |f:2.3,4.5.6|. Procedure: A mixture of (4RS, 5SR)-4-(3-methylbutyl)-5-phenyl-1,3-oxazolidin-2-one [mp: 111°-112 ° C.; prepared from (1RS,2SR)-2-amino-5-methyl-1-phenylhexan-1-ol by a known method {M. E. Dyen and D. Swern: Chem. Rev., 67, 197(1967)}] (1.17 g, 5 mmol), 1-(3-chloropropyl)piperidine hydrochloride (1.49 g, 7.5 mmol), anhydrous potassium carbonate powder (2.07 g, 15 mmol) in methyl ethyl ketone (15 ml) was refluxed with stirring for 24 hours. After cooling, insoluble material was removed by filtration and wash... Starting materials: O=Cc1cc(Oc2ccc([N+](=O)[O-])cc2F)c(Br)cc1Br, C1CCOC1, CNN. The product is CNN=Cc1cc(Oc2ccc([N+](=O)[O-])cc2F)c(Br)cc1Br. As a reaction SMILES: [Br:1][c:2]1[c:3]([CH:4]=[O:5])[cH:6][c:7]([O:11][c:12]2[c:13]([F:21])[cH:14][c:15]([N+:18](=[O:19])[O-:20])[cH:16][cH:17]2)[c:8]([Br:10])[cH:9]1.[CH2:25]1[O:26][CH2:27][CH2:28][CH2:29]1.[CH3:22][NH:23][NH2:24]>>[Br:1][c:2]1[c:3]([CH:4]=[N:24][NH:23][CH3:22])[cH:6][c:7]([O:11][c:12]2[c:13]([F:21])[cH:14][c:15]([N+:18](=[O:19])[O-:20])[cH:16][cH:17]2)[c:8]([Br:10])[cH:9]1. The reactants are NCCOCC1=CC=C(C(=O)NC[C@@H](C(=O)O)NS(=O)(=O)C2=CC=CC=C2)C=C1 (4-(2-Aminoethyloxymethyl)benzoyl-2(S)-phenylsulfonylamino-β-alanine), CN(C)C=O (DMF), Cl (HCl), CCN(C(C)C)C(C)C (DIPEA). The product is N(C(=N)N)CCOCC1=CC=C(C(=O)NC[C@@H](C(=O)O)NS(=O)(=O)C2=CC=CC=C2)C=C1 (4-[2-(Guanidino)ethyloxymethyl]benzoyl-2(S)-phenylsulfonylamino-β-alanine). Reaction SMILES: [NH2:1][CH2:2][CH2:3][O:4][CH2:5][C:6]1[CH:29]=[CH:28][C:9]([C:10]([NH:12][CH2:13][C@H:14]([NH:18][S:19]([C:22]2[CH:27]=[CH:26][CH:25]=[CH:24][CH:23]=2)(=[O:21])=[O:20])[C:15]([OH:17])=[O:16])=[O:11])=[CH:8][CH:7]=1.Cl.CC[N:33]([CH:37](C)C)C(C)C.C[N:41](C=O)C>>[NH:1]([CH2:2][CH2:3][O:4][CH2:5][C:6]1[CH:7]=[CH:8][C:9]([C:10]([NH:12][CH2:13][C@H:14]([NH:18][S:19]([C:22]2[CH:23]=[CH:24][CH:25]=[CH:26][CH:27]=2)(=[O:21])=[O:20])[C:15]([OH:17])=[O:16])=[O:11])=[CH:28][CH:29]=1)[C:37]([NH2:33])=[NH:41]. Reported procedure: Amine 15-5 (40 mg, 0.095 mmol), PCA.HCl (15 mg, 0.10 mmol), and DIPEA (35 mL, 0.20 mmol) were combined in 1 mL DMF and heated at 50° for 16 h. Concentration, and flash chromatography (silica, 20:1:1 EtOH/NH4OH/H2O) provided 15-6 as a white solid. Reactants: FC(C(=O)O)(F)F (Trifluoroacetic acid), CNC(C)O (N-methylaminoethanol). The solvent is CC=1C=CC(=CC1)C (p-xylene). Conditions: time 8 hour. Product: CN(C(C(F)(F)F)=O)C(C)O (N-Methyl-N-trifluoroacetylaminoethanol). RXN SMILES: [F:1][C:2]([F:7])([F:6])[C:3](O)=[O:4].[CH3:8][NH:9][CH:10]([OH:12])[CH3:11]>CC1C=CC(C)=CC=1>[CH3:8][N:9]([CH:10]([OH:12])[CH3:11])[C:3](=[O:4])[C:2]([F:7])([F:6])[F:1]. Procedure details: Trifluoroacetic acid (10 ml; 129 mmol) was added to a stirred solution of N-methylaminoethanol (9.72 g; 129 mmol) in p-xylene (10 ml) at 0° C. The mixture was heated under reflux for 12 hours, then allowed to cool and stand at room temperature overnight. All the volatiles were removed and the product distilled under high vacuum to afford the product as a clear liquid. Yield 9.8 g (44%); b.p. 110° C./1 mm.